From a dataset of the Open Reaction Database (ORD), a public repository of structured organic reaction records. describe an organic reaction: reactants, conditions, products, and yield Reactants: FC1=CC=C(C=C1)[C@H]1NCCC1 ((S)-2-(4-fluoro-phenyl)-pyrrolidine), ClC1=CC=C(C=C1)S(=O)(=O)Cl (4-chloro-benzenesulfonyl chloride). Product: ClC1=CC=C(C=C1)S(=O)(=O)N1[C@@H](CCC1)C1=CC=C(C=C1)F ((S)-1-(4-Chloro-benzenesulfonyl)-2-(4-fluoro-phenyl)-pyrrolidine). RXN SMILES: [F:1][C:2]1[CH:7]=[CH:6][C:5]([C@@H:8]2[CH2:12][CH2:11][CH2:10][NH:9]2)=[CH:4][CH:3]=1.[Cl:13][C:14]1[CH:19]=[CH:18][C:17]([S:20](Cl)(=[O:22])=[O:21])=[CH:16][CH:15]=1>>[Cl:13][C:14]1[CH:19]=[CH:18][C:17]([S:20]([N:9]2[CH2:10][CH2:11][CH2:12][C@H:8]2[C:5]2[CH:4]=[CH:3][C:2]([F:1])=[CH:7][CH:6]=2)(=[O:22])=[O:21])=[CH:16][CH:15]=1. Reported procedure: The title compound, white solid, m.p. 120° C. and MS: m/e=339 (Me) was prepared in accordance with the general method of example 1e from (S)-2-(4-fluoro-phenyl)-pyrrolidine and 4-chloro-benzenesulfonyl chloride.